This data is from the Open Reaction Database (ORD), a public repository of structured organic reaction records. The task is: describe an organic reaction: reactants, conditions, products, and yield Reactants: NC1=NC(=CC(=N1)C(=O)NCC1=NC(=CC=C1)CO[Si](C)(C)C(C)(C)C)C=1OC(=CC1)C (2-amino-6-(5-methyl-2-furyl)-N-(6-(tert-butyldimethylsilyloxymethyl)pyridin-2-ylmethyl)pyrimidine-4-carboxamide), C(=O)(O)[O-].[Na+] (NaHCO3). Solvent: C(C)(=O)O (acetic acid), C1CCOC1 (THF). Yields the product NC1=NC(=CC(=N1)C(=O)NCC1=NC(=CC=C1)CO)C=1OC(=CC1)C (2-Amino-6-(5-methyl-2-furyl)-N-(6-hydroxymethylpyridin-2-ylmethyl)pyrimidine-4-carboxamide). Yield: 116.1%. Reaction SMILES: [NH2:1][C:2]1[N:7]=[C:6]([C:8]([NH:10][CH2:11][C:12]2[CH:17]=[CH:16][CH:15]=[C:14]([CH2:18][O:19][Si](C(C)(C)C)(C)C)[N:13]=2)=[O:9])[CH:5]=[C:4]([C:27]2[O:28][C:29]([CH3:32])=[CH:30][CH:31]=2)[N:3]=1.C([O-])(O)=O.[Na+]>C(O)(=O)C.C1COCC1>[NH2:1][C:2]1[N:7]=[C:6]([C:8]([NH:10][CH2:11][C:12]2[CH:17]=[CH:16][CH:15]=[C:14]([CH2:18][OH:19])[N:13]=2)=[O:9])[CH:5]=[C:4]([C:27]2[O:28][C:29]([CH3:32])=[CH:30][CH:31]=2)[N:3]=1 |f:1.2|. Procedure: A solution of 2-amino-6-(5-methyl-2-furyl)-N-(6-(tert-butyldimethylsilyloxymethyl)pyridin-2-ylmethyl)pyrimidine-4-carboxamide (614 mg, 1.36 mmol) in acetic acid (9 mL) water (3 mL) and THF (3 mL) was stirred at room temperature for 4 days, neutralised with saturated aqueous NaHCO3 and extracted with EtOAc. The combined organic phase was dried (MgSO4), concentrated in vacuo, and the resulting solid triturated with MeOH and filtered to give the title compound (536 mg, 49%) as a cream solid. The reactants are CC1=C(OC(C[C@H](N)C(=O)O)C(=O)O)C=CC=C1 (4-(2-methylphenoxy)glutamic acid), C1(=CC=CC=C1)P(C1=CC=CC=C1)C1=CC=CC=C1 (triphenylphosphine), OC1=CC2=C(OC3=C2C=CC=C3)C=C1 (2-hydroxydibenzofuran), CCOC(=O)/N=N/C(=O)OCC (diethylazodicarboxylate). Solvent: O1CCCC1 (tetrahydrofuran). Conditions: temperature 2 celsius, time 15.5 hour. The product is C1=C(C=CC=2OC3=C(C21)C=CC=C3)OC3C(NC(C3)C(=O)OC)=O (methyl 3-(2-dibenzofuranoxy)-2-pyrrolidone-5-carboxylate). The yield is 41.6%. As a reaction SMILES: C[C:2]1[CH:18]=[CH:17][CH:16]=[CH:15][C:3]=1[O:4][CH:5]([C:12]([OH:14])=O)[CH2:6][C@@H:7]([C:9]([OH:11])=[O:10])[NH2:8].[C:19]1(P(C2C=CC=CC=2)C2C=CC=CC=2)C=CC=CC=1.[OH:38][C:39]1[CH:51]=[CH:50][C:42]2OC3C=CC=CC=3[C:41]=2[CH:40]=1.CCOC(/N=N/C(OCC)=O)=O>O1CCCC1>[CH:15]1[C:16]2[C:40]3[CH:41]=[CH:42][CH:50]=[CH:51][C:39]=3[O:38][C:17]=2[CH:18]=[CH:2][C:3]=1[O:4][CH:5]1[CH2:6][CH:7]([C:9]([O:11][CH3:19])=[O:10])[NH:8][C:12]1=[O:14]. Procedure details: A mixture of the compound prepared as described in Example 4 (0.800 g), triphenylphosphine (1.450 g), and 2-hydroxydibenzofuran(1.019 g) intetrahydrofuran (7.0 ml) was cooled to approximately 2° C., and treated with a solution of diethylazodicarboxylate (0.963 g) in tetrahydrofuran (2.0 ml) over a two minute period. After the addition was complete, the reaction was allowed to warm to room temperature. After about 15.5 hours, the solution was concentrated in vacuo. The residue was diluted with to... Starting materials: CC(C)(C)OC(=O)N1CC2CN(c3cncc(C(=O)O)c3)CC2C1, Nc1ccc2ncsc2c1. The product is CC(C)(C)OC(=O)N1CC2CN(c3cncc(C(=O)Nc4ccc5ncsc5c4)c3)CC2C1. RXN SMILES: [C:1]([CH3:2])([CH3:3])([CH3:4])[O:5][C:6](=[O:7])[N:8]1[CH2:9][CH:10]2[CH:11]([CH2:12]1)[CH2:13][N:14]([c:16]1[cH:17][n:18][cH:19][c:20]([C:21](=[O:22])[OH:23])[cH:24]1)[CH2:15]2.[NH2:25][c:26]1[cH:27][c:28]2[c:29]([n:30][cH:31][s:32]2)[cH:33][cH:34]1>>[C:1]([CH3:2])([CH3:3])([CH3:4])[O:5][C:6](=[O:7])[N:8]1[CH2:9][CH:10]2[CH:11]([CH2:12]1)[CH2:13][N:14]([c:16]1[cH:17][n:18][cH:19][c:20]([C:21](=[O:22])[NH:25][c:26]3[cH:27][c:28]4[c:29]([n:30][cH:31][s:32]4)[cH:33][cH:34]3)[cH:24]1)[CH2:15]2.